This data is from the Open Reaction Database (ORD), a public repository of structured organic reaction records. The task is: describe an organic reaction: reactants, conditions, products, and yield The reactants are FC(OC=1C=C(C=CC1)S(=O)[O-])(F)F.[Na+] (Sodium 3-trifluoromethoxybenzenesulfinate), BrC1=C(C=2C3=C(N(C2C=C1)C)CC1CCC3N1)C(=O)OC(C)(C)C (tert-butyl 2-bromo-5-methyl-5,6,7,8,9,10-hexahydro-7,10-epiminocyclohepta[b]indole-carboxylate). Product: FC(OC=1C=C(C=CC1)S(=O)(=O)C1=C(C=2C3=C(N(C2C=C1)C)CC1CCC3N1)C(=O)OC(C)(C)C)(F)F (tert-butyl 2-(3-trifluoromethoxyphenyl)sulfonyl-5-methyl-5,6,7,8,9,10-hexahydro-7,10-epiminocyclohepta[b]indole-carboxylate). Yield: 32.0%. As a reaction SMILES: [F:1][C:2]([F:14])([F:13])[O:3][C:4]1[CH:5]=[C:6]([S:10]([O-:12])=[O:11])[CH:7]=[CH:8][CH:9]=1.[Na+].Br[C:17]1[CH:25]=[CH:24][C:23]2[N:22]([CH3:26])[C:21]3[CH2:27][CH:28]4[NH:32][CH:31]([C:20]=3[C:19]=2[C:18]=1[C:33]([O:35][C:36]([CH3:39])([CH3:38])[CH3:37])=[O:34])[CH2:30][CH2:29]4>>[F:14][C:2]([F:1])([F:13])[O:3][C:4]1[CH:5]=[C:6]([S:10]([C:17]2[CH:25]=[CH:24][C:23]3[N:22]([CH3:26])[C:21]4[CH2:27][CH:28]5[NH:32][CH:31]([C:20]=4[C:19]=3[C:18]=2[C:33]([O:35][C:36]([CH3:39])([CH3:38])[CH3:37])=[O:34])[CH2:30][CH2:29]5)(=[O:12])=[O:11])[CH:7]=[CH:8][CH:9]=1 |f:0.1|. Procedure: Intermediate 3 was coupled with the product of Example 27, step B following the procedure of Example 27, step C. The crude material was purified by flash column chromatography (SiO2, 7:3 hexane/ethyl acetate) to give tert-butyl 2-(3-trifluoromethoxyphenyl)sulfonyl-5-methyl-5,6,7,8,9,10-hexahydro-7,10-epiminocyclohepta[b]indole-carboxylate (110 mg, 32%) as an off-white solid: 1H NMR (CDCl3, 300 MHz): δ 8.18 (s, 1H), 7.87 (d, J=7.8 Hz, 1H), 7.81 (s, 1H), 7.67 (dd, J=8.6, 1.4 Hz, 1H), 7.50 (t, J=8.... The product is OC(CF)c1cccc(Br)n1. As a reaction SMILES: [BH4-:12].[Br:1][c:2]1[cH:3][cH:4][cH:5][c:6]([C:8]([CH2:9][F:10])=[O:11])[n:7]1.[CH3:15][OH:16].[Na+:13].[OH2:14]>>[Br:1][c:2]1[cH:3][cH:4][cH:5][c:6]([CH:8]([CH2:9][F:10])[OH:11])[n:7]1. Reactants: [BH4-], O=C(CF)c1cccc(Br)n1, CO, [Na+], O.